This data is from the Open Reaction Database (ORD), a public repository of structured organic reaction records. The task is: describe an organic reaction: reactants, conditions, products, and yield Reactants: FC1=CC=C(C=C1)N1C(=CC=C1C1=CC=C(C=C1)S(=O)(=O)C)C (1-(4-fluorophenyl)-2-methyl-5-[4-(methylsulfonyl)phenyl)-1H-pyrrole), C=O (formaldehyde), [OH-].[Na+] (NaOH), CCCCCC.C(C)(=O)OCC (hexane ethyl acetate). The solvent is CC(=O)O (AcOH). Conditions: temperature 52.5 celsius. Product: C(C)(=O)OCC1=C(N(C(=C1)C1=CC=C(C=C1)S(=O)(=O)C)C1=CC=C(C=C1)F)C ([1-(4-fluorophenyl)-2-methyl-5-[4-(methylsulfonyl)phenyl]-1H-pyrrol-3-yl]methyl acetate). The yield is 22.0%. As a reaction SMILES: [F:1][C:2]1[CH:7]=[CH:6][C:5]([N:8]2[C:12]([C:13]3[CH:18]=[CH:17][C:16]([S:19]([CH3:22])(=[O:21])=[O:20])=[CH:15][CH:14]=3)=[CH:11][CH:10]=[C:9]2[CH3:23])=[CH:4][CH:3]=1.C=O.[OH-].[Na+].CCCCCC.[C:34]([O:37][CH2:38]C)(=[O:36])[CH3:35]>CC(O)=O>[C:34]([O:37][CH2:38][C:10]1[CH:11]=[C:12]([C:13]2[CH:18]=[CH:17][C:16]([S:19]([CH3:22])(=[O:21])=[O:20])=[CH:15][CH:14]=2)[N:8]([C:5]2[CH:4]=[CH:3][C:2]([F:1])=[CH:7][CH:6]=2)[C:9]=1[CH3:23])(=[O:36])[CH3:35] |f:2.3,4.5|. Procedure details: To a solution of 1-(4-fluorophenyl)-2-methyl-5-[4-(methylsulfonyl)phenyl]-1H-pyrrole (Example 1) (500 mg, 2.87 mmol) in AcOH (5 ml), formaldehyde (0.22 ml, 40% solution in water, 2.87 mmol) was added. After heating at 50-55° C. for 90 minutes, the reaction mixture was cooled and poured over ice. The solution was made alkaline with 2N NaOH and extracted with methylene chloride. The organic fractions were washed with water and with brine, dried (MgSO4), filtered and concentrated to give the crude ... The reactants are COc1ccc(CN(Cc2ccc(OC)cc2)c2nc(C)nc(-c3cccnc3Nc3ccc(NC(=O)NC(C)C)nc3)n2)cc1, O=C(O)C(F)(F)F, O=S(=O)(O)C(F)(F)F. Product: Cc1nc(N)nc(-c2cccnc2Nc2ccc(NC(=O)NC(C)C)nc2)n1. RXN SMILES: [CH3:1][O:2][c:3]1[cH:4][cH:5][c:6]([CH2:7][N:8]([c:9]2[n:10][c:11](-[c:16]3[c:17]([NH:22][c:23]4[cH:24][cH:25][c:26]([NH:29][C:30](=[O:31])[NH:32][CH:33]([CH3:34])[CH3:35])[n:27][cH:28]4)[n:18][cH:19][cH:20][cH:21]3)[n:12][c:13]([CH3:15])[n:14]2)[CH2:36][c:37]2[cH:38][cH:39][c:40]([O:41][CH3:42])[cH:43][cH:44]2)[cH:45][cH:46]1.[F:55][C:56]([F:57])([F:58])[C:59]([OH:60])=[O:61].[OH:47][S:48]([C:49]([F:50])([F:51])[F:52])(=[O:53])=[O:54]>>[NH2:8][c:9]1[n:10][c:11](-[c:16]2[c:17]([NH:22][c:23]3[cH:24][cH:25][c:26]([NH:29][C:30](=[O:31])[NH:32][CH:33]([CH3:34])[CH3:35])[n:27][cH:28]3)[n:18][cH:19][cH:20][cH:21]2)[n:12][c:13]([CH3:15])[n:14]1. Starting materials: ClC1=C(C=CC=C1C(F)(F)F)C=1OC2=C(C(=CC(=C2C(C1)=O)OC)OC)[C@H]1[C@@H](N(CC1)C)CO ((+)-trans-2-(2-Chloro-3-trifluoromethyl-phenyl)-8-(2-hydroxymethyl-1-methyl-pyrrolidin-3-yl)-5,7-dimethoxy-chromen-4-one), Cl.N1=CC=CC=C1 (pyridine hydrochloride), C(=O)([O-])[O-].[Na+].[Na+] (Na2CO3). The solvent is CO (methanol). Reaction conditions: temperature 180 celsius. Product: ClC1=C(C=CC=C1C(F)(F)F)C=1OC2=C(C(=CC(=C2C(C1)=O)O)O)[C@H]1[C@@H](N(CC1)C)CO ((+)-trans-2-(2-Chloro-3-trifluoromethyl-phenyl)-5,7-dihydroxy-8-(2-hydroxymethyl-1-methyl-pyrrolidin-3-yl)-chromen-4-one). Reaction SMILES: [Cl:1][C:2]1[C:7]([C:8]([F:11])([F:10])[F:9])=[CH:6][CH:5]=[CH:4][C:3]=1[C:12]1[O:13][C:14]2[C:19]([C:20](=[O:22])[CH:21]=1)=[C:18]([O:23]C)[CH:17]=[C:16]([O:25]C)[C:15]=2[C@@H:27]1[CH2:31][CH2:30][N:29]([CH3:32])[C@H:28]1[CH2:33][OH:34].Cl.N1C=CC=CC=1.C([O-])([O-])=O.[Na+].[Na+]>CO>[Cl:1][C:2]1[C:7]([C:8]([F:9])([F:11])[F:10])=[CH:6][CH:5]=[CH:4][C:3]=1[C:12]1[O:13][C:14]2[C:19]([C:20](=[O:22])[CH:21]=1)=[C:18]([OH:23])[CH:17]=[C:16]([OH:25])[C:15]=2[C@@H:27]1[CH2:31][CH2:30][N:29]([CH3:32])[C@H:28]1[CH2:33][OH:34] |f:1.2,3.4.5|. Procedure: A mixture of compound of example 40 (0.560 g, 1.12 mmol) and pyridine hydrochloride (0.700 g, 6.05 mmol) was heated at 180° C. for a period of 2.5 hours. The reaction mixture was diluted with methanol (60 mL) and basified with solid Na2CO3 to pH 10. The reaction mixture was filtered, and washed with methanol. The organic layer was concentrated and the residue purified by column chromatography using 0.01% ammonia and 4.5% methanol in chloroform as eluent to afford the title compound. Reactants: COC1=C(C=C2N3C(C(NN=C3COC2=C1)=O)C)[N+](=O)[O-] (7-methoxy-4-methyl-6-nitro-2,10-dihydro-9-oxa-1,2,4a-triaza-phenanthren-3-one), NC1=C(C=C(C=C1)OC)O (2-amino-5-methoxyphenol), [Cl-].[Li+] (lithium chloride). RXN SMILES: C[O:2][C:3]1[CH:16]=[C:15]2[C:6]([N:7]3[C:12]([CH2:13][O:14]2)=[N:11][NH:10][C:9](=[O:17])[CH:8]3[CH3:18])=[CH:5][C:4]=1[N+:19]([O-:21])=[O:20].NC1C=CC(OC)=CC=1O.[Cl-].[Li+]>CN(C=O)C>[OH:2][C:3]1[CH:16]=[C:15]2[C:6]([N:7]3[C:12]([CH2:13][O:14]2)=[N:11][NH:10][C:9](=[O:17])[CH:8]3[CH3:18])=[CH:5][C:4]=1[N+:19]([O-:21])=[O:20] |f:2.3|. Isolated yield 68.0%. The product is OC1=C(C=C2N3C(C(NN=C3COC2=C1)=O)C)[N+](=O)[O-] (7-hydroxy-4-methyl-6-nitro-2,10-dihydro-9-oxa-1,2,4a-triaza-phenanthren-3-one). Reaction conditions: temperature 150 celsius. Run in CN(C)C=O (DMF). Reported procedure: A solution of 7-methoxy-4-methyl-6-nitro-2,10-dihydro-9-oxa-1,2,4a-triaza-phenanthren-3-one (prepared from 2-amino-5-methoxyphenol using the similar procedure detailed in Example #56, Step A-D and Example #106, Step A, 1 g, 3.42 mmol) and lithium chloride (0.44 g, 10.27 mmol) in DMF (10 mL) was heated at 150° C. for 3 h. The reaction mixture was cooled to ambient temperature and the solvent was removed in vacuo. The residue was purified by column chromatography on silica gel (eluting with 50% Et... The reactants are 288g, 820g, C(=S)=S (carbon disulfide), 1341g, C(C)(C)(C)C=1C=C(N)C=CC1 (meta-tert-butylaniline), [S] (sulfur). Yields the product 1765g, C(C)(C)(C)C=1C=CC2=C(N=C(S2)S)C1 (5-tert-butyl-(2-mercapto)benzothiazole). Yield: 88.3%. Reaction SMILES: [C:1]([C:5]1[CH:6]=[C:7]([CH:9]=[CH:10][CH:11]=1)[NH2:8])([CH3:4])([CH3:3])[CH3:2].[S].[C:13](=[S:15])=[S:14]>>[C:1]([C:5]1[CH:11]=[CH:10][C:9]2[S:14][C:13]([SH:15])=[N:8][C:7]=2[CH:6]=1)([CH3:4])([CH3:2])[CH3:3] |^3:11|. Reported procedure: In a autoclave of 3 liters, 1341g of meta-tert-butylaniline, 820g of carbon disulfide and 288g of sulfur were placed, the reaction was carried out under the same conditions as above. After cooling, 1765g of 5-tert-butyl-(2-mercapto)benzothiazole was obtained. (yield: 88.3%) The reactants are CN(C(=O)[C@H](CCC1=CC=CC=C1)NC(OC(C)(C)C)=O)CCNC(=O)C1=CC=C(C=C1)C(F)(F)F (tert-butyl N-[(1S)-1-[methyl(2-{[4-(trifluoromethyl)phenyl]formamido}ethyl)carbamoyl]-3-phenylpropyl]carbamate). Solvent: Cl (HCl), C(C)OCC (diethyl ether). Product: N[C@H](C(=O)N(CCNC(=O)C1=CC=C(C=C1)C(F)(F)F)C)CCC1=CC=CC=C1 ((2S)-2-amino-N-methyl-4-phenyl-N-(2-{[4-(trifluoromethyl)phenyl]formamido}ethyl)butanamide), crystals. Isolated yield 93.0%. As a reaction SMILES: [CH3:1][N:2]([CH2:22][CH2:23][NH:24][C:25]([C:27]1[CH:32]=[CH:31][C:30]([C:33]([F:36])([F:35])[F:34])=[CH:29][CH:28]=1)=[O:26])[C:3]([C@@H:5]([NH:14]C(=O)OC(C)(C)C)[CH2:6][CH2:7][C:8]1[CH:13]=[CH:12][CH:11]=[CH:10][CH:9]=1)=[O:4]>Cl.C(OCC)C>[NH2:14][C@@H:5]([CH2:6][CH2:7][C:8]1[CH:13]=[CH:12][CH:11]=[CH:10][CH:9]=1)[C:3]([N:2]([CH3:1])[CH2:22][CH2:23][NH:24][C:25]([C:27]1[CH:32]=[CH:31][C:30]([C:33]([F:34])([F:35])[F:36])=[CH:29][CH:28]=1)=[O:26])=[O:4]. Reported procedure: A solution of tert-butyl N-[(1S)-1-[methyl(2-{[4-(trifluoromethyl)phenyl]formamido}ethyl)carbamoyl]-3-phenylpropyl]carbamate CXXII (0.65 g, 1.23 mmol) in 1 M HCl in diethyl ether was stirred overnight. The solvent was evaporated under vacuum to give (2S)-2-amino-N-methyl-4-phenyl-N-(2-{[4-(trifluoromethyl)phenyl]formamido}ethyl)butanamide CXXIII as white crystals (0.46 g, 1.14 mmol, 93% yield). 1H NMR (DMSO-d6) 1.87-2.02 (m, 2H), 2.55-2.74 (m, 2H), 3.00 (s, 3H), 3.44-3.59 (m, 2H), 3.88-3.94 (m, ... As a reaction SMILES: [C:25]([CH3:26])([CH3:27])([CH3:28])[NH2:29].[Cl:1][c:2]1[c:3]([C:20](=[O:21])[O:22][CH2:23][CH3:24])[c:4]([C:16]([F:17])([F:18])[F:19])[n:5][c:6]([C:12]([F:13])([F:14])[Cl:15])[c:7]1[C:8](=[O:9])[O:10][CH3:11].[O:30]=[CH:31][N:32]([CH3:33])[CH3:34]>>[c:2]1([NH:29][C:25]([CH3:26])([CH3:27])[CH3:28])[c:3]([C:20](=[O:21])[O:22][CH2:23][CH3:24])[c:4]([C:16]([F:17])([F:18])[F:19])[n:5][c:6]([C:12]([F:13])([F:14])[Cl:15])[c:7]1[C:8](=[O:9])[O:10][CH3:11]. The reactants are CC(C)(C)N, CCOC(=O)c1c(C(F)(F)F)nc(C(F)(F)Cl)c(C(=O)OC)c1Cl, CN(C)C=O. Product: CCOC(=O)c1c(C(F)(F)F)nc(C(F)(F)Cl)c(C(=O)OC)c1NC(C)(C)C. Starting materials: COC=1C=C(C=C(C1OC)[N+](=O)[O-])C=1OC(=NN1)C=1C(=NC=CC1)C(F)(F)F (2-(3,4-dimethoxy-5-nitrophenyl)-5-(2-(trifluoromethyl)pyridin-3-yl)-1,3,4-oxadiazole). Solvent: Br (hydrobromic acid), Br (hydrogen bromide), C(C)(=O)O (acetic acid). Reaction conditions: temperature 140 celsius. The product is [N+](=O)([O-])C1=C(C(=CC(=C1)C=1OC(=NN1)C=1C(=NC=CC1)C(F)(F)F)O)O (3-nitro-5-[5-(2-trifluoromethyl-pyridin-3-yl)-[1,3,4]oxadiazol-2-yl]-benzene-1,2-diol). As a reaction SMILES: C[O:2][C:3]1[CH:4]=[C:5]([C:14]2[O:15][C:16]([C:19]3[C:20]([C:25]([F:28])([F:27])[F:26])=[N:21][CH:22]=[CH:23][CH:24]=3)=[N:17][N:18]=2)[CH:6]=[C:7]([N+:11]([O-:13])=[O:12])[C:8]=1[O:9]C>Br.C(O)(=O)C>[N+:11]([C:7]1[CH:6]=[C:5]([C:14]2[O:15][C:16]([C:19]3[C:20]([C:25]([F:28])([F:27])[F:26])=[N:21][CH:22]=[CH:23][CH:24]=3)=[N:17][N:18]=2)[CH:4]=[C:3]([OH:2])[C:8]=1[OH:9])([O-:13])=[O:12]. Procedure details: A suspension of 2-(3,4-dimethoxy-5-nitrophenyl)-5-(2-(trifluoromethyl)pyridin-3-yl)-1,3,4-oxadiazole (0.289 g, 0.73 mmol) in a mixture of 48% hydrobromic acid (5 mL) and 30% hydrogen bromide in acetic acid (5 mL) was heated at 140° C. overnight and then allowed to cool to room temperature. After evaporation to dryness under reduced pressure, toluene (10 mL) was added to the residue and re-evaporated under reduced pressure. The resulting solid was recrystallised from isopropanol to give 3-nitro-5... Reactants: C(C1=CC=CC=C1)N1C[C@H](N(C[C@@H]1C)C=1C=CC=2N(N1)C(=NN2)C(F)(F)F)C (6-[(2R,5S)-4-benzyl-2,5-dimethylpiperazin-1-yl]-3-(trifluoromethyl)[1,2,4]triazolo[4,3-b]pyridazine), Cl (hydrochloric acid). Reagents/catalysts: [Pd] (palladium on charcoal). Solvent: C(C)O (ethanol). The product is C[C@H]1N(C[C@@H](NC1)C)C=1C=CC=2N(N1)C(=NN2)C(F)(F)F (6-[(2R,5S)-2,5-dimethylpiperazin-1-yl]-3-(trifluoromethyl)-[1,2,4]triazolo[4,3-b]pyridazine). Isolated yield 30.5%. As a reaction SMILES: C([N:8]1[C@@H:13]([CH3:14])[CH2:12][N:11]([C:15]2[CH:16]=[CH:17][C:18]3[N:19]([C:21]([C:24]([F:27])([F:26])[F:25])=[N:22][N:23]=3)[N:20]=2)[C@H:10]([CH3:28])[CH2:9]1)C1C=CC=CC=1.Cl>C(O)C.[Pd]>[CH3:28][C@@H:10]1[CH2:9][NH:8][C@@H:13]([CH3:14])[CH2:12][N:11]1[C:15]1[CH:16]=[CH:17][C:18]2[N:19]([C:21]([C:24]([F:27])([F:26])[F:25])=[N:22][N:23]=2)[N:20]=1. Reported procedure: A solution of 6-[(2R,5S)-4-benzyl-2,5-dimethylpiperazin-1-yl]-3-(trifluoromethyl)[1,2,4]triazolo[4,3-b]pyridazine (6.1 g, 15.62 mmol) in ethanol (150 mL) and 5M hydrochloric acid (9.37 mL, 46.87 mmol) was hydrogenated over 10% palladium on charcoal (1 g, 9.40 mmol) under hydrogen at 1 atmosphere for 3 days. The catalyst was filtered off and the filtrate was evaporated. The residue was taken into DCM and washed with 2M aqueous K2CO3. The organic phase was dried over MgSO4 and evaporated. The crud... Starting materials: CN(C1=C(C#N)C(=CC=C1)[N+](=O)[O-])C (2-dimethylamino-6-nitrobenzonitrile), O.NN (hydrazine hydrate). The reagents and catalysts are [Ni] (Raney nickel). Solvent: C(C)O (ethanol), C(C)O (ethanol). Run at temperature 65 celsius. Product: NC1=C(C(=O)N)C(=CC=C1)N(C)C (2-Amino-6-dimethylaminobenzamide). As a reaction SMILES: [CH3:1][N:2]([CH3:14])[C:3]1[CH:10]=[CH:9][CH:8]=[C:7]([N+:11]([O-])=O)[C:4]=1[C:5]#[N:6].[OH2:15].NN>C(O)C.[Ni]>[NH2:11][C:7]1[CH:8]=[CH:9][CH:10]=[C:3]([N:2]([CH3:14])[CH3:1])[C:4]=1[C:5]([NH2:6])=[O:15] |f:1.2|. Procedure: 2-Amino-6-dimethylaminobenzamide is prepared by adding a suspension of 2-dimethylamino-6-nitrobenzonitrile and hydrazine hydrate in ethanol to a suspension of Raney nickel in ethanol while maintaining the reaction temperature at about 65° C. The mixture is then heated to reflux for about half an hour, filtered through Celite and evaporated to dryness. The solid product may be recrystallized from ethanol or used neat in the reaction with ethyl oxalyl chloride.